This data is from the Open Reaction Database (ORD), a public repository of structured organic reaction records. The task is: describe an organic reaction: reactants, conditions, products, and yield Procedure details: 250 ml of ether and 19.0 of lithium aluminum hydride were put in a 1-liter four-necked flask, and a solution obtained by dissolving 72.1 g of the thus prepared diethyl octylmalonate in 50 ml of ether was put therein dropwise at such a rate that ether is gently refluxed. After the dropwise addition, the mixture was refluxed with heating for 3 hours, and after allowing it to cool, a mixture of water-THF was added to decompose excess lithium aluminum hydride. The resultant solid was removed by filt... Solvent: CCOCC (ether), CCOCC (ether), CCOCC (ether). Starting materials: [H-].[Al+3].[Li+].[H-].[H-].[H-] (lithium aluminum hydride), C(CCCCCCC)C(C(=O)OCC)C(=O)OCC (diethyl octylmalonate), [H-].[Al+3].[Li+].[H-].[H-].[H-] (lithium aluminum hydride), O.C1CCOC1 (water THF). RXN SMILES: [H-].[Al+3].[Li+].[H-].[H-].[H-].[CH2:7]([CH:15]([C:21](OCC)=[O:22])[C:16](OCC)=[O:17])[CH2:8][CH2:9][CH2:10][CH2:11][CH2:12][CH2:13][CH3:14].O.C1COCC1>CCOCC>[CH2:7]([CH:15]([CH2:16][OH:17])[CH2:21][OH:22])[CH2:8][CH2:9][CH2:10][CH2:11][CH2:12][CH2:13][CH3:14] |f:0.1.2.3.4.5,7.8|. The product is C(CCCCCCC)C(CO)CO (2-octyl-1,3-propanediol). The yield is 65.0%. The reactants are O=C([O-])O, CN(C)C=O, Cc1cc(C)cc(-c2c(O)c3cc([N+](=O)[O-])c(Cl)cc3[nH]c2=O)c1, CN1CCCCC1CCCl, Cl, [I-], [Na+], [Na+]. Product: Cc1cc(C)cc(-c2c(OCCC3CCCCN3C)c3cc([N+](=O)[O-])c(Cl)cc3[nH]c2=O)c1. Reaction SMILES: [C:25](=[O:26])([OH:27])[O-:28].[CH3:43][N:44]([CH3:45])[CH:46]=[O:47].[Cl:1][c:2]1[c:3]([N+:22](=[O:23])[O-:24])[cH:4][c:5]2[c:6]([OH:21])[c:7](-[c:13]3[cH:14][c:15]([CH3:20])[cH:16][c:17]([CH3:19])[cH:18]3)[c:8](=[O:12])[nH:9][c:10]2[cH:11]1.[Cl:33][CH2:34][CH2:35][CH:36]1[N:37]([CH3:42])[CH2:38][CH2:39][CH2:40][CH2:41]1.[ClH:32].[I-:31].[Na+:29].[Na+:30]>>[Cl:1][c:2]1[c:3]([N+:22](=[O:23])[O-:24])[cH:4][c:5]2[c:6]([O:21][CH2:34][CH2:35][CH:36]3[N:37]([CH3:42])[CH2:38][CH2:39][CH2:40][CH2:41]3)[c:7](-[c:13]3[cH:14][c:15]([CH3:20])[cH:16][c:17]([CH3:19])[cH:18]3)[c:8](=[O:12])[nH:9][c:10]2[cH:11]1. Starting materials: S(=O)(Cl)Cl (thionyl chloride), BrC1=CC=C(CCC(=O)O)C=C1 (p-bromohydrocinnamic acid). Conditions: time 8 hour. Product: BrC=1C=CC2=C(C(CC(CC2)=O)(C)C)C1 (2-bromo-5,6,8,9-tetrahydro-9,9-dimethyl-7-benzocycloheptenone). RXN SMILES: S(Cl)(Cl)=O.[Br:5][C:6]1[CH:16]=[CH:15][C:9]([CH2:10][CH2:11][C:12]([OH:14])=O)=[CH:8][CH:7]=1>>[Br:5][C:6]1[CH:7]=[CH:8][C:9]2[CH2:10][CH2:11][C:12](=[O:14])[CH2:8][C:9]([CH3:15])([CH3:10])[C:15]=2[CH:16]=1. Reported procedure: 19.0 ml of thionyl chloride are added to 30 g of p-bromohydrocinnamic acid and heated to reflux for 30 minutes. After cooling, the excess reagent is removed by evaporation (finally at 0.5 Torr) and the crude acid chloride is dissolved in 300 ml of carbon disulfide. After cooling to -10°, 3.5 ml of tin tetrachloride are added under an argon atmosphere. Thereafter, 25 ml of isobutylene are introduced and the reaction mixture is warmed slowly to room temperature. After renewed cooling to 0°, 35 g o...